Dataset: the Open Reaction Database (ORD), a public repository of structured organic reaction records. Task: describe an organic reaction: reactants, conditions, products, and yield The reactants are O=C([O-])[O-], CC(=O)[O-], CC(=O)[O-], Cc1cc(NC(=O)C2NC(CC(C)(C)C)C(C#N)(c3ccc(Cl)cc3F)C2c2cccc(Cl)c2F)c(C)cc1I, [K+], [K+], CN(C)C=O, O, [Pd+2]. Yields the product Cc1cc(C(=O)O)c(C)cc1NC(=O)C1NC(CC(C)(C)C)C(C#N)(c2ccc(Cl)cc2F)C1c1cccc(Cl)c1F. As a reaction SMILES: [C:42]([O-:43])([O-:44])=[O:45].[C:53]([O-:54])(=[O:55])[CH3:56].[C:58]([O-:59])(=[O:60])[CH3:61].[I:1][c:2]1[cH:3][c:4]([CH3:40])[c:5]([NH:9][C:10](=[O:11])[CH:12]2[NH:13][CH:14]([CH2:35][C:36]([CH3:37])([CH3:38])[CH3:39])[C:15]([C:25]#[N:26])([c:27]3[c:28]([F:34])[cH:29][c:30]([Cl:33])[cH:31][cH:32]3)[CH:16]2[c:17]2[c:18]([F:24])[c:19]([Cl:23])[cH:20][cH:21][cH:22]2)[cH:6][c:7]1[CH3:8].[K+:46].[K+:47].[O:48]=[CH:49][N:50]([CH3:51])[CH3:52].[OH2:41].[Pd+2:57]>>[c:2]1([C:42](=[O:43])[OH:44])[cH:3][c:4]([CH3:40])[c:5]([NH:9][C:10](=[O:11])[CH:12]2[NH:13][CH:14]([CH2:35][C:36]([CH3:37])([CH3:38])[CH3:39])[C:15]([C:25]#[N:26])([c:27]3[c:28]([F:34])[cH:29][c:30]([Cl:33])[cH:31][cH:32]3)[CH:16]2[c:17]2[c:18]([F:24])[c:19]([Cl:23])[cH:20][cH:21][cH:22]2)[cH:6][c:7]1[CH3:8]. Starting materials: Cl (hydrochloric acid), C(C)(=O)OCC (ethyl acetate), CN1C(=NC=C1)N=CC1=CC=CC=C1 (N-(1-methylimidazol-2-yl)benzylideneamine). Run in C(C)OCC (diethyl ether). Product: Cl.CN1C(=NC=C1)N=CC1=CC=CC=C1 (N-(1-methylimidazol-2-yl)benzylideneamine hydrochloride). As a reaction SMILES: [CH3:1][N:2]1[CH:6]=[CH:5][N:4]=[C:3]1[N:7]=[CH:8][C:9]1[CH:14]=[CH:13][CH:12]=[CH:11][CH:10]=1.[ClH:15].C(OCC)(=O)C>C(OCC)C>[ClH:15].[CH3:1][N:2]1[CH:6]=[CH:5][N:4]=[C:3]1[N:7]=[CH:8][C:9]1[CH:14]=[CH:13][CH:12]=[CH:11][CH:10]=1 |f:4.5|. Reported procedure: N-(1-methylimidazol-2-yl)benzylideneamine (0.1 g) was dissolved in diethyl ether, and 4N hydrochloric acid--ethyl acetate (0.2 ml) was added. The precipitated pale yellow powder (70.mg, 21.9%) was separated by filtration. Reactants: [OH-].[Na+] (sodium hydroxide), Cl.Cl.N(N)C1=C2C=CC=NC2=CC=C1 (5-Hydrazinoquinoline dihydrochloride), pyrazole ester, C(CC(O)(C(=O)O)CC(=O)O)(=O)O (citric acid), TEA, COC(=O)C=1C=NN(C1C1CC1)C1=C2C=CC=NC2=CC=C1 (5-cyclopropyl-1-quinolin-5-yl-1H-pyrazole-4-carboxylic acid methyl ester), Cl (hydrochloric acid), CN(C)\C=C(/C(=O)OC)\C(C1CC1)=O (α-[(dimethylamino)methylene]-β-oxo-cyclopropanepropanoic acid, (αZ)-methyl ester), COC(=O)C=1C=NN(C1C1CC1)C1=C2C=CC=NC2=CC=C1 (5-cyclopropyl-1-quinolin-5-yl-1H-pyrazole-4-carboxylic acid methyl ester). The solvent is O (water), O (water), C(C)(=O)OCC (ethyl acetate), C(C)N(CC)CC (Triethylamine). Reaction conditions: time 3 hour. Product: C1(CC1)C1=C(C=NN1C1=C2C=CC=NC2=CC=C1)C(=O)O (5-cyclopropyl-1-quinolin-5-yl-1H-pyrazole-4-carboxylic acid). The yield is 76.6%. RXN SMILES: Cl.Cl.N(C1C=CC=C2C=1C=CC=N2)N.CN(/C=C(/C(=O)C1CC1)\C(OC)=O)C.C(O)(=O)CC(CC(O)=O)(C(O)=O)O.C[O:43][C:44]([C:46]1[CH:47]=[N:48][N:49]([C:54]2[CH:63]=[CH:62][CH:61]=[C:60]3[C:55]=2[CH:56]=[CH:57][CH:58]=[N:59]3)[C:50]=1[CH:51]1[CH2:53][CH2:52]1)=[O:45].[OH-].[Na+].Cl>O.C(OCC)(=O)C.C(N(CC)CC)C>[CH:51]1([C:50]2[N:49]([C:54]3[CH:63]=[CH:62][CH:61]=[C:60]4[C:55]=3[CH:56]=[CH:57][CH:58]=[N:59]4)[N:48]=[CH:47][C:46]=2[C:44]([OH:45])=[O:43])[CH2:52][CH2:53]1 |f:0.1.2,6.7|. Procedure: Methyl-3-cyclopropyl-3-oxopropanoate (24.5 g, 0.1723 mole), N,N-dimethylformamide dimethyl acetal (21.56 g, 0.181 mole) and ethyl acetate (255 ml) were mixed together in a reaction flask under nitrogen and the resultant yellow solution held at 64-66° C. for 3 h 20 min to form α-[(dimethylamino)methylene]-β-oxo-cyclopropanepropanoic acid, (αZ)-methyl ester. The reaction solution was then cooled to room temperature. 5-Hydrazinoquinoline dihydrochloride (40.0 g, 0.1723 mole) was added to the yellow... The reactants are [Cl-].[NH4+] (ammonium chloride), C(C1=CC=CC=C1)OC1=C(C=CC=C1)CCCC1=CC=C(C(=O)O)C=C1 (4-[3-(2-Benzyloxyphenyl)propyl)benzoic acid), C(C)(C)(C)OC(=O)C=1C(NC(=CC1)C)=O (3-tertbutoxycarbonyl-6-methyl-2(1 H)-pyridinone), C(C)(C)[N-]C(C)C.[Li+] (lithium diisopropylamide). Run in C1CCOC1 (THF), C1CCOC1 (THF). Reaction conditions: temperature -30 celsius, time 2.5 hour. Yields the product C(C1=CC=CC=C1)OC1=C(C=CC=C1)CCC1=CC=C(C(N1)=O)C(=O)O (6-[2-(2-Benzyloxy-phenyl)ethyl]-3-carboxy-2(1 H)-pyridinone). RXN SMILES: C([O:5][C:6]([C:8]1[C:9](=[O:15])[NH:10][C:11]([CH3:14])=[CH:12][CH:13]=1)=[O:7])(C)(C)C.C([N-]C(C)C)(C)C.[Li+].[CH2:24]([O:31][C:32]1[CH:37]=[CH:36][CH:35]=[CH:34][C:33]=1[CH2:38]CCC1C=CC(C(O)=O)=CC=1)[C:25]1[CH:30]=[CH:29][CH:28]=[CH:27][CH:26]=1.[Cl-].[NH4+]>C1COCC1>[CH2:24]([O:31][C:32]1[CH:37]=[CH:36][CH:35]=[CH:34][C:33]=1[CH2:38][CH2:14][C:11]1[NH:10][C:9](=[O:15])[C:8]([C:6]([OH:5])=[O:7])=[CH:13][CH:12]=1)[C:25]1[CH:26]=[CH:27][CH:28]=[CH:29][CH:30]=1 |f:1.2,4.5|. Procedure details: 3-tertbutoxycarbonyl-6-methyl-2(1 H)-pyridinone (1.49 g, J. Het. Chem., 1981, 18, 1611) was added to a THF (20 ml) solution of lithium diisopropylamide (14.3 mmol, prepared by the standard method) and stirred under argon, at -30° C., for 2.5 hours. 2-Benzyloxybenzyl bromide (2 g, prepared as described in Example 1) in THF (10 ml) was added and the mixture stirred, at -30° C., for 1 hour, then warmed to ambient temperature. The mixture was poured into saturated aqueous ammonium chloride (200 ml) ... The reactants are trihydrated sodium acetate, C(C)(=O)O (acetic acid), COC1OC(CC1)OC (2,5-dimethoxytetrahydrofuran), Cl.NCC(=O)C1=C(C=CC(=C1)F)SC (2-amino-1-[5-fluoro-2-(methylthio)phenyl]ethanone hydrochloride). The solvent is O (water). Run at temperature 95 celsius. Yields the product FC=1C=CC(=C(C1)C(CN1C=CC=C1)=O)SC (1-[5-Fluoro-2-(methylthio)phenyl]-2-(pyrrol-1-yl)ethanone). Yield: 44.9%. RXN SMILES: Cl.[NH2:2][CH2:3][C:4]([C:6]1[CH:11]=[C:10]([F:12])[CH:9]=[CH:8][C:7]=1[S:13][CH3:14])=[O:5].C(O)(=O)C.CO[CH:21]1[CH2:25][CH2:24][CH:23](OC)O1>O>[F:12][C:10]1[CH:9]=[CH:8][C:7]([S:13][CH3:14])=[C:6]([C:4](=[O:5])[CH2:3][N:2]2[CH:21]=[CH:25][CH:24]=[CH:23]2)[CH:11]=1 |f:0.1|. Procedure details: To a solution of 2-amino-1-[5-fluoro-2-(methylthio)phenyl]ethanone hydrochloride (4.54 g, 19.27 mmol) in water (29 ml), heated at 90° C., were added trihydrated sodium acetate (2.62 g, 19.27 mmol), glacial acetic acid (17 ml) and 2,5-dimethoxytetrahydrofuran (2.40 ml, 18.50 mmol). After 20 seconds at 90-100° C. the mixture was cooled and extracted with ethyl acetate. The organic layers were washed with a 20% solution of sodium bicarbonate and brine, dried and evaporated. The residue was chromato... Starting materials: COC(C(CCCCCC\C=C/CCCCCCCC)(C)C)=O (methyl-2,2-dimethyloleate), CO (methyl alcohol), O.[OH-].[Li+] (lithium hydroxide monohydrate). Solvent: O (water). Conditions: time 18 hour. Yields the product CC(C(=O)O)(CCCCCC\C=C/CCCCCCCC)C (2,2-dimethyloleoic acid). RXN SMILES: C[O:2][C:3](=[O:23])[C:4]([CH3:22])([CH3:21])[CH2:5][CH2:6][CH2:7][CH2:8][CH2:9][CH2:10]/[CH:11]=[CH:12]\[CH2:13][CH2:14][CH2:15][CH2:16][CH2:17][CH2:18][CH2:19][CH3:20].CO.O.[OH-].[Li+]>O>[CH3:21][C:4]([CH3:22])([CH2:5][CH2:6][CH2:7][CH2:8][CH2:9][CH2:10]/[CH:11]=[CH:12]\[CH2:13][CH2:14][CH2:15][CH2:16][CH2:17][CH2:18][CH2:19][CH3:20])[C:3]([OH:23])=[O:2] |f:2.3.4|. Procedure details: The material from Example 67 was treated with methyl alcohol (300 ml), lithium hydroxide monohydrate (6.3 g) and water (100 ml) and stirred for about 18 hrs. at room temperature. After warming on a hot plate for 6 hrs. and allowing to stir ovrnight at room temperature, the methyl alcohol was removed on a rotary evaporator and the aqueous residue acidified with 1N hydrochloric acid to pH 2. The product was extracted into ethyl acetate (2×100 ml), dried over sodium sulfate, filtered and stripped o...